Dataset: the Open Reaction Database (ORD), a public repository of structured organic reaction records. Task: describe an organic reaction: reactants, conditions, products, and yield Starting materials: CN(C)CN(C)C (N,N,N',N'-tetramethyldiaminomethane), CN(C)CC1=CNC2=CC=C(C(=C12)Cl)OC1=CC=CC=C1 (3-(N,N-dimethylaminomethyl)4-chloro-5-phenoxyindole), C(C)(=O)Cl (acetyl chloride), ClC1=C2C=CNC2=CC=C1OC1=CC=CC=C1 (4-chloro-5-phenoxy indole), [C-]#N.[K+] (potassium cyanide), CI (methyl iodide). Solvent: C(Cl)Cl (CH2Cl2), C(Cl)Cl (CH2Cl2), CN(C)C=O (DMF), CCCCCC.CCOCC (hexane Et2O). Product: C(#N)CC1=CNC2=CC=C(C(=C12)Cl)OC1=CC=CC=C1 (3-cyanomethyl-4-chloro-5-phenoxyindole). RXN SMILES: CN(CN(C)C)C.C(Cl)(=O)C.[Cl:12][C:13]1[C:21]([O:22][C:23]2[CH:28]=[CH:27][CH:26]=[CH:25][CH:24]=2)=[CH:20][CH:19]=[C:18]2[C:14]=1[CH:15]=[CH:16][NH:17]2.C[N:30]([CH2:32][C:33]1C2C(=CC=C(OC3C=CC=CC=3)C=2Cl)NC=1)C.[C-]#N.[K+].CI>C(Cl)Cl.CN(C=O)C.CCCCCC.CCOCC>[C:32]([CH2:33][C:15]1[C:14]2[C:18](=[CH:19][CH:20]=[C:21]([O:22][C:23]3[CH:28]=[CH:27][CH:26]=[CH:25][CH:24]=3)[C:13]=2[Cl:12])[NH:17][CH:16]=1)#[N:30] |f:4.5,9.10|. Procedure: Treatment of a cooled solution of N,N,N',N'-tetramethyldiaminomethane (0.083 g, 0.11 mL, 0.812 mmol) in CH2Cl2 (2.4 mL) with acetyl chloride (0.064 g, 0.057 mL, 0.80 mmol) followed by a solution of 4-chloro-5-phenoxy indole (0.14 g, 0.574 mmol) in CH2Cl2 (2 mL), gave after work-up: 3-(N,N-dimethylaminomethyl)4-chloro-5-phenoxyindole, as an off-white solid. This was treated with potassium cyanide (0.143 g, 2.19 mmol) and methyl iodide (0.0.33 g, 0.143 mL, 2.29 mmol) in DMF (1 mL) for 16 hr After ... The reactants are CCOC(=O)C1CCCC1=O, CCOC(=O)C(C)c1ccc(CCl)cc1, [K+], CN(C)C=O, [OH-]. The product is CCOC(=O)C(C)c1ccc(CC2(C(=O)OCC)CCCC2=O)cc1. As a reaction SMILES: [C:3](=[O:4])([O:5][CH2:6][CH3:7])[CH:8]1[C:9](=[O:13])[CH2:10][CH2:11][CH2:12]1.[Cl:14][CH2:15][c:16]1[cH:17][cH:18][c:19]([CH:22]([C:23](=[O:24])[O:25][CH2:26][CH3:27])[CH3:28])[cH:20][cH:21]1.[K+:2].[O:29]=[CH:30][N:31]([CH3:32])[CH3:33].[OH-:1]>>[C:3](=[O:4])([O:5][CH2:6][CH3:7])[C:8]1([CH2:15][c:16]2[cH:17][cH:18][c:19]([CH:22]([C:23](=[O:24])[O:25][CH2:26][CH3:27])[CH3:28])[cH:20][cH:21]2)[C:9](=[O:13])[CH2:10][CH2:11][CH2:12]1. Reactants: O=C(n1ccnc1)n1ccnc1, CC(C)(C)OC(=O)NN, CCOC(C)=O, Cl, C1CCOC1, O, CC(=O)Nc1nc(CCc2ccc(CCS)cc2)cs1. Yields the product CC(=O)Nc1nc(CCc2ccc(CCSC(=O)NNC(=O)OC(C)(C)C)cc2)cs1. RXN SMILES: [C:21](=[O:22])([n:23]1[cH:24][cH:25][n:26][cH:27]1)[n:28]1[cH:29][cH:30][n:31][cH:32]1.[C:33]([NH:34][NH2:35])(=[O:36])[O:37][C:38]([CH3:39])([CH3:40])[CH3:41].[CH3:48][CH2:49][O:50][C:51](=[O:52])[CH3:53].[ClH:42].[O:43]1[CH2:44][CH2:45][CH2:46][CH2:47]1.[OH2:54].[SH:1][CH2:2][CH2:3][c:4]1[cH:5][cH:6][c:7]([CH2:10][CH2:11][c:12]2[n:13][c:14]([NH:17][C:18]([CH3:19])=[O:20])[s:15][cH:16]2)[cH:8][cH:9]1>>[S:1]([CH2:2][CH2:3][c:4]1[cH:5][cH:6][c:7]([CH2:10][CH2:11][c:12]2[n:13][c:14]([NH:17][C:18]([CH3:19])=[O:20])[s:15][cH:16]2)[cH:8][cH:9]1)[C:21](=[O:22])[NH:35][NH:34][C:33](=[O:36])[O:37][C:38]([CH3:39])([CH3:40])[CH3:41]. Starting materials: FC1=CC=2C(C3=CC4=CC=CC=C4C=C3C(C2C=C1)=O)=O (2-fluoro-naphthacene-5,12-dione), N1CCCCC1 (piperidine), C([O-])([O-])=O.[K+].[K+] (potassium carbonate). Run in CS(=O)C (DMSO). The product is N1(CCCCC1)C1=CC=2C(C3=CC4=CC=CC=C4C=C3C(C2C=C1)=O)=O (2-(N-Piperidinyl)-naphthacene-5,12-dione). Reaction SMILES: F[C:2]1[CH:19]=[CH:18][C:17]2[C:16](=[O:20])[C:15]3[C:6](=[CH:7][C:8]4[C:13]([CH:14]=3)=[CH:12][CH:11]=[CH:10][CH:9]=4)[C:5](=[O:21])[C:4]=2[CH:3]=1.[NH:22]1[CH2:27][CH2:26][CH2:25][CH2:24][CH2:23]1.C(=O)([O-])[O-].[K+].[K+]>CS(C)=O>[N:22]1([C:2]2[CH:19]=[CH:18][C:17]3[C:16](=[O:20])[C:15]4[C:6](=[CH:7][C:8]5[C:13]([CH:14]=4)=[CH:12][CH:11]=[CH:10][CH:9]=5)[C:5](=[O:21])[C:4]=3[CH:3]=2)[CH2:27][CH2:26][CH2:25][CH2:24][CH2:23]1 |f:2.3.4|. Procedure: 1 g (3.62 mmol) of 2-fluoro-naphthacene-5,12-dione, 0.92 g (10.86 mmol) of piperidine, 1.50 g (10.86 mmol) of potassium carbonate and 10 ml of DMSO are stirred at a bath temperature of 60° C. for 45 minutes. After cooling, the mixture is poured onto water and the orange product is filtered off. The crystals are dissolved in tetrahydrofuran (THF)/toluene and the solution is dried over sodium sulfate and evaporated. The residue is recrystallized from toluene/pentane. Yield: 1.11 g (90%); melting p... Reactants: COC1=C(C=C(C=C1)OC)SC=1NC2=NC=NC(=C2N1)N (8-(2,5-dimethoxy-phenylsulfanyl)-9H-purin-6-ylamine), BrCCC1=CC(=CC(=C1)C(F)(F)F)C(F)(F)F (1-(2-bromo-ethyl)-3,5-bis-trifluoromethyl-benzene). Yields the product FC(C=1C=C(C=C(C1)C(F)(F)F)CCN1C2=NC=NC(=C2N=C1SC1=C(C=CC(=C1)OC)OC)N)(F)F (9-[2-(3,5-Bistrifluoromethyl-phenyl)-ethyl]-8-(2,5-dimethoxy-phenylsulfanyl)-9H-purin-6-ylamine). RXN SMILES: [CH3:1][O:2][C:3]1[CH:8]=[CH:7][C:6]([O:9][CH3:10])=[CH:5][C:4]=1[S:11][C:12]1[NH:13][C:14]2[C:19]([N:20]=1)=[C:18]([NH2:21])[N:17]=[CH:16][N:15]=2.Br[CH2:23][CH2:24][C:25]1[CH:30]=[C:29]([C:31]([F:34])([F:33])[F:32])[CH:28]=[C:27]([C:35]([F:38])([F:37])[F:36])[CH:26]=1>>[F:32][C:31]([F:33])([F:34])[C:29]1[CH:30]=[C:25]([CH2:24][CH2:23][N:13]2[C:12]([S:11][C:4]3[CH:5]=[C:6]([O:9][CH3:10])[CH:7]=[CH:8][C:3]=3[O:2][CH3:1])=[N:20][C:19]3[C:14]2=[N:15][CH:16]=[N:17][C:18]=3[NH2:21])[CH:26]=[C:27]([C:35]([F:36])([F:37])[F:38])[CH:28]=1. Reported procedure: The title compound was prepared from 8-(2,5-dimethoxy-phenylsulfanyl)-9H-purin-6-ylamine and 1-(2-bromo-ethyl)-3,5-bis-trifluoromethyl-benzene by a procedure similar to examples 1 and 2. The compound was purified by preparative HPLC. 9-[2-(3,5-Bistrifluoromethyl-phenyl)-ethyl]-8-(2,5-dimethoxy-phenylsulfanyl)-9H-purin-6-ylamine: 1H NMR (DMSO-d6) δ 8.10 (s, 1H), 7.86 (s, 1H), 7.54 (s, 2H), 7.01 (d, J=9.0 Hz, 1H), 6.83 (dd, J=11.0, 3.0 Hz, 1H), 6.40 (d, J=2.9 Hz, 1H), 4.50 (t, J=7.2 Hz, 2H), 3.75 ... The reactants are Clc1ccc(Br)nc1, O=C([O-])[O-], CC1(CCl)CNC(=O)O1, [Cs+], [Cs+], C1COCCO1. Product: CC1(CCl)CN(c2ccc(Cl)cn2)C(=O)O1. As a reaction SMILES: [Br:10][c:11]1[n:12][cH:13][c:14]([Cl:17])[cH:15][cH:16]1.[C:18](=[O:19])([O-:20])[O-:21].[Cl:1][CH2:2][C:3]1([CH3:9])[CH2:4][NH:5][C:6](=[O:8])[O:7]1.[Cs+:22].[Cs+:23].[O:24]1[CH2:25][CH2:26][O:27][CH2:28][CH2:29]1>>[Cl:1][CH2:2][C:3]1([CH3:9])[CH2:4][N:5]([c:11]2[n:12][cH:13][c:14]([Cl:17])[cH:15][cH:16]2)[C:6](=[O:8])[O:7]1. Reactants: OCC1(CBr)COC1, CC(C)=O, ClCC1(COc2ccccc2)COC1, CC1(CCl)COC1, [N-]=[N+]=[N-], [N-]=[N+]=NCC1(CO)COC1, [Na+], O. Product: [N-]=[N+]=NCC1(COc2ccccc2)COC1. RXN SMILES: [Br:1][CH2:2][C:3]1([CH2:4][OH:5])[CH2:6][O:7][CH2:8]1.[CH3:44][C:45](=[O:46])[CH3:47].[Cl:23][CH2:24][C:25]1([CH2:26][O:27][c:31]2[cH:32][cH:33][cH:34][cH:35][cH:36]2)[CH2:28][O:29][CH2:30]1.[Cl:37][CH2:38][C:39]1([CH3:40])[CH2:41][O:42][CH2:43]1.[N-:20]=[N+:21]=[N-:22].[N:9](=[N+:10]=[N-:11])[CH2:12][C:13]1([CH2:17][OH:18])[CH2:14][O:15][CH2:16]1.[Na+:19].[OH2:48]>>[N:9](=[N+:10]=[N-:11])[CH2:12][C:13]1([CH2:17][O:18][c:31]2[cH:32][cH:33][cH:34][cH:35][cH:36]2)[CH2:14][O:15][CH2:16]1.